Dataset: the Open Reaction Database (ORD), a public repository of structured organic reaction records. Task: describe an organic reaction: reactants, conditions, products, and yield Starting materials: COC=1C=C2C(=NNC2=CC1)C(=O)NCC1CCN(CC1)CC=1SC=C(N1)C(=O)OC (methyl 2-{[4-({[(5-methoxy-1H-indazol-3-yl)carbonyl]amino}methyl)piperidin-1-yl]methyl}-1,3-thiazole-4-carboxylate), ClCC=1N=C(SC1)C(=O)OCC (ethyl 4-(chloromethyl)-1,3-thiazole-2-carboxylate). Product: COC=1C=C2C(=NNC2=CC1)C(=O)NCC1CCN(CC1)CC=1N=C(SC1)C(=O)OCC (Ethyl 4-{[4-({[(5-methoxy-1H-indazol-3-yl)carbonyl]amino}methyl) piperidin-1-yl]methyl}-1,3-thiazole-2-carboxylate). Reaction SMILES: [CH3:1][O:2][C:3]1[CH:4]=[C:5]2[C:9](=[CH:10][CH:11]=1)[NH:8][N:7]=[C:6]2[C:12]([NH:14][CH2:15][CH:16]1[CH2:21][CH2:20][N:19](CC2SC=C(C(OC)=O)N=2)[CH2:18][CH2:17]1)=[O:13].Cl[CH2:33][C:34]1[N:35]=[C:36]([C:39]([O:41][CH2:42][CH3:43])=[O:40])[S:37][CH:38]=1>>[CH3:1][O:2][C:3]1[CH:4]=[C:5]2[C:9](=[CH:10][CH:11]=1)[NH:8][N:7]=[C:6]2[C:12]([NH:14][CH2:15][CH:16]1[CH2:21][CH2:20][N:19]([CH2:33][C:34]2[N:35]=[C:36]([C:39]([O:41][CH2:42][CH3:43])=[O:40])[S:37][CH:38]=2)[CH2:18][CH2:17]1)=[O:13]. Procedure: Ethyl 4-{[4-({[(5-methoxy-1H-indazol-3-yl)carbonyl]amino}methyl) piperidin-1-yl]methyl}-1,3-thiazole-2-carboxylate 13 was prepared, according to the procedure described for compound 7, using ethyl 4-(chloromethyl)-1,3-thiazole-2-carboxylate. Yield: 45 mg, 11%. Starting materials: BrC=1C(=NC=C(C1)Cl)N (3-bromo-5-chloropyridin-2-amine), ClC(=C[O-])C(=O)OCC.[K+] (potassium 2-chloro-3-ethoxy-3-oxoprop-1-en-1-olate), S(O)(O)(=O)=O (sulfuric acid). The solvent is C(C)O (ethanol). The product is BrC=1C=2N(C=C(C1)Cl)C(=CN2)C(=O)OCC (ethyl 8-bromo-6-chloroimidazo[1,2-a]pyridine-3-carboxylate). The yield is 57.4%. RXN SMILES: [Br:1][C:2]1[C:3]([NH2:9])=[N:4][CH:5]=[C:6]([Cl:8])[CH:7]=1.Cl[C:11]([C:14]([O:16][CH2:17][CH3:18])=[O:15])=[CH:12][O-].[K+].S(=O)(=O)(O)O>C(O)C>[Br:1][C:2]1[C:3]2[N:4]([C:11]([C:14]([O:16][CH2:17][CH3:18])=[O:15])=[CH:12][N:9]=2)[CH:5]=[C:6]([Cl:8])[CH:7]=1 |f:1.2|. Reported procedure: A mixture of 3-bromo-5-chloropyridin-2-amine (1.0 g), potassium 2-chloro-3-ethoxy-3-oxoprop-1-en-1-olate (2.27 g), sulfuric acid (0.334 mL) and ethanol (20 mL) was heated with reflux overnight. The solvent was evaporated under reduced pressure, the residue was neutralized with saturated aqueous sodium bicarbonate solution, and the mixture was extracted with ethyl acetate. The organic layer was washed with water and saturated brine, and dried over anhydrous magnesium sulfate, and the solvent was ... Yields the product OC1=C(C=C(C=C1)OC)C(C)=NO (1-(2-Hydroxy-5-methoxy-phenyl)-ethanone oxime). Yield: 84.0%. RXN SMILES: [CH3:1][C:2]([C:4]1[CH:9]=[C:8]([O:10][CH3:11])[CH:7]=[CH:6][C:5]=1[OH:12])=O.[OH-:13].[K+].Cl.[NH2:16]O.Cl>O>[OH:12][C:5]1[CH:6]=[CH:7][C:8]([O:10][CH3:11])=[CH:9][C:4]=1[C:2](=[N:16][OH:13])[CH3:1] |f:1.2,3.4|. Reported procedure: A mixture of 2-Hydroxy-5-methoxyacetophenone (15.0 g, 0.09 mol.), potassium hydroxide (23.6 g, 0.36 mol.) and hydroxylamine hydrochloride (9.4 g, 0.14 mol.) in water (300 mL) was refluxed for 2 hrs. The mixture was poured into ice and acidified with 1N hydrochloric acid to pH 1. The resulting precipitate was filtered and dried to give 13.7 g solid. MS (m/e): 182 (M++1, 100). Starting materials: Cl (hydrochloric acid), CC(=O)C1=C(C=CC(=C1)OC)O (2-Hydroxy-5-methoxyacetophenone), [OH-].[K+] (potassium hydroxide), Cl.NO (hydroxylamine hydrochloride). The solvent is O (water). Reactants: C(C)NCC1=CC=CC=C1 (N-ethylbenzylamine), C(C1=CC=CC=C1)NCC1=CC=CC=C1 (N,N-dibenzylamine), C(C)(C)NC(C)C (diisopropylamine), CNCC1=CC=CC=C1 (N-methylbenzylamine), C(CCC)NCCCC (N,N-dibutylamine), N(CCO)CCO (diethanolamine), sarcosin Na. The product is NC1=NCC2N1C1=C(CC3=C2C=CC=C3)C=CC=C1 (3-amino-9,13b-dihydro-1H-dibenz[c,f]imidazo[1,5-a]azepine). As a reaction SMILES: [CH2:1]([NH:8][CH2:9][C:10]1[CH:15]=[CH:14][CH:13]=[CH:12][CH:11]=1)[C:2]1[CH:7]=[CH:6][CH:5]=[CH:4][CH:3]=1.[CH2:16]([NH:20][CH2:21]CCC)CCC.[NH:25](CCO)CCO.C(NC(C)C)(C)C.C(NCC1C=CC=CC=1)C.CNCC1C=CC=CC=1>>[NH2:25][C:16]1[N:8]2[C:1]3[CH:2]=[CH:7][CH:6]=[CH:5][C:4]=3[CH2:3][C:15]3[CH:14]=[CH:13][CH:12]=[CH:11][C:10]=3[CH:9]2[CH2:21][N:20]=1. Reported procedure: adding a base selected from the group consisting of N,N-dibenzylamine, N,N-dibutylamine, diethanolamine, diisopropylamine, N-ethylbenzylamine, sarcosin-Na salt and N-methylbenzylamine to the reaction mixture, to produce 3-amino-9,13b-dihydro-1H-dibenz[c,f]imidazo[1,5-a]azepine; Starting materials: Cl (HCl), COC(=O)C=1N=C(C2=CC(=CC=C2C1O)OC1=CC=C(C=C1)OC)C#N (1-cyano-4-hydroxy-7-(4-methoxy-phenoxy)-isoquinoline-3-carboxylic acid methyl ester), NC(CC(=O)O)(C)C (3-amino-3-methyl-butyric acid), C[O-].[Na+] (NaOMe). Solvent: CC(=O)N(C)C (DMA), O (water). Isolated yield 21.7%. Reaction SMILES: CO[C:3]([C:5]1[N:6]=[C:7]([C:25]#[N:26])[C:8]2[C:13]([C:14]=1[OH:15])=[CH:12][CH:11]=[C:10]([O:16][C:17]1[CH:22]=[CH:21][C:20]([O:23][CH3:24])=[CH:19][CH:18]=1)[CH:9]=2)=[O:4].[NH2:27][C:28]([CH3:34])([CH3:33])[CH2:29][C:30]([OH:32])=[O:31].C[O-].[Na+].Cl>CC(N(C)C)=O.O>[C:25]([C:7]1[C:8]2[C:13](=[CH:12][CH:11]=[C:10]([O:16][C:17]3[CH:18]=[CH:19][C:20]([O:23][CH3:24])=[CH:21][CH:22]=3)[CH:9]=2)[C:14]([OH:15])=[C:5]([C:3]([NH:27][C:28]([CH3:34])([CH3:33])[CH2:29][C:30]([OH:32])=[O:31])=[O:4])[N:6]=1)#[N:26] |f:2.3|. Yields the product C(#N)C1=NC(=C(C2=CC=C(C=C12)OC1=CC=C(C=C1)OC)O)C(=O)NC(CC(=O)O)(C)C (3{-[1-Cyano-4-hydroxy-7-(4-methoxy-phenoxy)-isoquinoline-3-carbonyl]-amino}-3-methyl-butyric acid). Reported procedure: A mixture of 1-cyano-4-hydroxy-7-(4-methoxy-phenoxy)-isoquinoline-3-carboxylic acid methyl ester (100 mg) and 3-amino-3-methyl-butyric acid (100 mg) and NaOMe (45 mg) in DMA (1.5 mL) was microwaved at 150° C. for 3 h. The mixture was cooled, diluted with water, acidified with 2 M HCl solution, solids were collected with filtration, washed with water, air dried then the residue was further column purified to give the desired product (27 mg). LC MS ESI+: 436 (M+1)+. Reactants: NC1=CC=C(C=C1)S(=O)(=O)NC(C)(C)C (4-amino-N-tert-butyl-benzenesulfonamide), C1CC(=O)N(C1=O)Br (NBS). The solvent is C(Cl)Cl (DCM). Run at time 30 minute. The product is NC1=C(C=C(C=C1)S(=O)(=O)NC(C)(C)C)Br (4-amino-3-bromo-N-tert-butyl-benzenesulfonamide). Isolated yield 53.1%. As a reaction SMILES: [NH2:1][C:2]1[CH:7]=[CH:6][C:5]([S:8]([NH:11][C:12]([CH3:15])([CH3:14])[CH3:13])(=[O:10])=[O:9])=[CH:4][CH:3]=1.C1C(=O)N([Br:23])C(=O)C1>C(Cl)Cl>[NH2:1][C:2]1[CH:7]=[CH:6][C:5]([S:8]([NH:11][C:12]([CH3:15])([CH3:14])[CH3:13])(=[O:10])=[O:9])=[CH:4][C:3]=1[Br:23]. Reported procedure: To a solution of 4-amino-N-tert-butyl-benzenesulfonamide (J. Med. Chem. (2003), 46(16), 3463-3475, 228 mg, 1.00 mmol) in DCM (10 mL), NBS (178 mg, 1.00 mmol) was added. The resulting mixture was stirred at RT for 30 min and washed with satd NaHCO3 (10 mL) and 10% aq Na2S2O3 (10 mL). The organic layer was separated, dried and concentrated to obtain 4-amino-3-bromo-N-tert-butyl-benzenesulfonamide (163 mg, 53%).